This data is from the Open Reaction Database (ORD), a public repository of structured organic reaction records. The task is: describe an organic reaction: reactants, conditions, products, and yield Starting materials: C(CCC)[Li] (n-butyllithium), FC1=CC=C(C=C1)C=1N(C(C2=CC=CC=C2C1/C=C/C=O)=O)CCC1=CC=CC=C1 ((E)-3-[1,2-Dihydro-3-(4-fluorophenyl)-2-(2-phenylethyl)-1-oxo-4-isoquinolinyl]prop-2-enal), [Cl-].[NH4+] (ammonium chloride), C(CC(=O)C)(=O)OC (methyl acetoacetate), [H-].[Na+] (sodium hydride). The solvent is CCCCCC (n-hexane), O1CCCC1 (tetrahydrofuran), O1CCCC1 (tetrahydrofuran). Conditions: temperature -78 celsius. Yields the product FC1=CC=C(C=C1)C=1N(C(C2=CC=CC=C2C1/C=C/C(CC(CC(=O)OC)=O)O)=O)CCC1=CC=CC=C1 (Methyl (E)-7-[1,2-dihydro-3-(4-fluorophenyl)-2-(2-phenylethyl)-1-oxo-4-isoquinolinyl]-5-hydroxy-3-oxo-6-heptenoate). Reaction SMILES: [C:1]([O:7][CH3:8])(=[O:6])[CH2:2][C:3]([CH3:5])=[O:4].[H-].[Na+].C([Li])CCC.[F:16][C:17]1[CH:22]=[CH:21][C:20]([C:23]2[N:24]([CH2:38][CH2:39][C:40]3[CH:45]=[CH:44][CH:43]=[CH:42][CH:41]=3)[C:25](=[O:37])[C:26]3[C:31]([C:32]=2/[CH:33]=[CH:34]/[CH:35]=[O:36])=[CH:30][CH:29]=[CH:28][CH:27]=3)=[CH:19][CH:18]=1.[Cl-].[NH4+]>O1CCCC1.CCCCCC>[F:16][C:17]1[CH:22]=[CH:21][C:20]([C:23]2[N:24]([CH2:38][CH2:39][C:40]3[CH:41]=[CH:42][CH:43]=[CH:44][CH:45]=3)[C:25](=[O:37])[C:26]3[C:31]([C:32]=2/[CH:33]=[CH:34]/[CH:35]([OH:36])[CH2:5][C:3](=[O:4])[CH2:2][C:1]([O:7][CH3:8])=[O:6])=[CH:30][CH:29]=[CH:28][CH:27]=3)=[CH:19][CH:18]=1 |f:1.2,5.6|. Procedure: In an atmosphere of argon gas, methyl acetoacetate (0.29 ml) was added to a suspension of sodium hydride (60%, in oil) (129 mg) in anhydrous tetrahydrofuran (15 ml) at 0° C. under stirring, followed by stirring for 10 minutes. After cooling at -78° C., the mixture to which a solution of n-butyllithium in n-hexane (1.6M, 2.7 ml) was added was stirred for 10 minutes. A solution of the compound (748 mg) obtained by Step 2 of Reference Example 13 in anhydrous tetrahydrofuran (7 ml) was added to the ... The solvent is CN(C)C=O (DMF). Yields the product CC(CCN(C(CC1=C(OC2=C1C=C(C=C2)OC)C(C(C)(C)C)=O)=O)CC)(C)C (N-(3,3-dimethylbutyl)-2-[2-(2,2-dimethylpropanoyl)-5-methoxy-1-benzofuran-3-yl]-N-ethylacetamide). Procedure details: To a mixture containing 21.8 mg 1-tert-butyl-6-methoxy-3H-pyrano[3,4-b][1]benzofuran-3-one from the Step B above and 21.6 mg N-Ethyl-3,3-dimethylbutan-1-amine hydrochloride from the Step A above in 0.75 mL DMF was 26 μL DIEA. The mixture was heated in 45° C. oil bath over night. It was purified directly on RP-HPLC using 65˜85% MeCN gradient. The fractions containing pure product were pooled and lyophilized to give the title compound. LC-MS: 4.38 min. (m/Z=318.2, 402.3, 424.3). Alternative prepar... Reactants: C(C)(C)(C)C=1OC(C=C2C1OC1=C2C=C(C=C1)OC)=O (1-tert-butyl-6-methoxy-3H-pyrano[3,4-b][1]benzofuran-3-one), Cl.C(C)NCCC(C)(C)C (N-Ethyl-3,3-dimethylbutan-1-amine hydrochloride), CCN(C(C)C)C(C)C (DIEA). Reaction conditions: temperature 45 celsius. As a reaction SMILES: [C:1]([C:5]1[O:6][C:7](=[O:20])[CH:8]=[C:9]2[C:13]3[CH:14]=[C:15]([O:18][CH3:19])[CH:16]=[CH:17][C:12]=3[O:11][C:10]=12)([CH3:4])([CH3:3])[CH3:2].Cl.[CH2:22]([NH:24][CH2:25][CH2:26][C:27]([CH3:30])([CH3:29])[CH3:28])[CH3:23].CCN(C(C)C)C(C)C>CN(C=O)C>[CH3:28][C:27]([CH3:30])([CH3:29])[CH2:26][CH2:25][N:24]([CH2:22][CH3:23])[C:7](=[O:20])[CH2:8][C:9]1[C:13]2[CH:14]=[C:15]([O:18][CH3:19])[CH:16]=[CH:17][C:12]=2[O:11][C:10]=1[C:5](=[O:6])[C:1]([CH3:2])([CH3:3])[CH3:4] |f:1.2|.